This data is from the Open Reaction Database (ORD), a public repository of structured organic reaction records. The task is: describe an organic reaction: reactants, conditions, products, and yield Starting materials: ClCC=CC=C (1-chloro-2,4-pentadiene), C1(=CC=CC=C1)C (toluene), C(CC)C(=O)CCC (dipropyl ketone), [OH-].[K+] (potassium hydroxide). Product: C(C)C(C(CCC)=O)CC=C(C=C)C (5-ethyl-8-methyl-7,9-decadien-4-one). As a reaction SMILES: ClCC=CC=C.[CH2:7]([C:10]([CH2:12][CH2:13][CH3:14])=[O:11])[CH2:8][CH3:9].[OH-].[K+].[C:17]1([CH3:23])[CH:22]=[CH:21]C=[CH:19][CH:18]=1>>[CH2:8]([CH:7]([CH2:21][CH:22]=[C:17]([CH3:23])[CH:18]=[CH2:19])[C:10](=[O:11])[CH2:12][CH2:13][CH3:14])[CH3:9] |f:2.3|. Reported procedure: According to the procedure described in Example 1, from 116.6 g of 1-chloro-2,4-pentadiene and 114.2 g of dipropyl ketone (heptan-4-one) in the presence of 200 g of powdered potassium hydroxide in 600 ml of toluene there are obtained 91.9 g of crude 5-ethyl-8-methyl-7,9-decadien-4-one which are subjected to a fractional distillation. Starting materials: [BH4-], CO, [Li+], [Na+], C1CCOC1, [OH-], COC(=O)CCCCCC(=O)N(C)CCN1CCC(OC(=O)Nc2ccccc2-c2ccccc2)CC1. Product: CN(CCN1CCC(OC(=O)Nc2ccccc2-c2ccccc2)CC1)C(=O)CCCCCCO. As a reaction SMILES: [BH4-:1].[CH3:3][OH:4].[Li+:2].[Na+:43].[O:44]1[CH2:45][CH2:46][CH2:47][CH2:48]1.[OH-:42].[c:5]1(-[c:36]2[cH:37][cH:38][cH:39][cH:40][cH:41]2)[c:6]([NH:11][C:12](=[O:13])[O:14][CH:15]2[CH2:16][CH2:17][N:18]([CH2:21][CH2:22][N:23]([C:24]([CH2:25][CH2:26][CH2:27][CH2:28][CH2:29][C:30](=[O:31])[O:32][CH3:33])=[O:34])[CH3:35])[CH2:19][CH2:20]2)[cH:7][cH:8][cH:9][cH:10]1>>[c:5]1(-[c:36]2[cH:37][cH:38][cH:39][cH:40][cH:41]2)[c:6]([NH:11][C:12](=[O:13])[O:14][CH:15]2[CH2:16][CH2:17][N:18]([CH2:21][CH2:22][N:23]([C:24]([CH2:25][CH2:26][CH2:27][CH2:28][CH2:29][CH2:30][OH:31])=[O:34])[CH3:35])[CH2:19][CH2:20]2)[cH:7][cH:8][cH:9][cH:10]1. Starting materials: C(C)OC(=O)C=1N=C(SC1)NC=1C=NC=CC1 (2-(pyridin-3-ylamino)-thiazole-4-carboxylic acid ethyl ester), O1CCCC1 (tetrahydrofuran), [OH-].[Na+] (NaOH). Solvent: CO (methanol). Yields the product N1=CC(=CC=C1)NC=1SC=C(N1)C(=O)O (2-(Pyridin-3-ylamino)-thiazole-4-carboxylic acid). As a reaction SMILES: C([O:3][C:4]([C:6]1[N:7]=[C:8]([NH:11][C:12]2[CH:13]=[N:14][CH:15]=[CH:16][CH:17]=2)[S:9][CH:10]=1)=[O:5])C.O1CCCC1.[OH-].[Na+]>CO>[N:14]1[CH:15]=[CH:16][CH:17]=[C:12]([NH:11][C:8]2[S:9][CH:10]=[C:6]([C:4]([OH:5])=[O:3])[N:7]=2)[CH:13]=1 |f:2.3|. Procedure details: 2-(Pyridin-3-ylamino)-thiazole-4-carboxylic acid (165 mg) was prepared according to General Procedure C using 2-(pyridin-3-ylamino)-thiazole-4-carboxylic acid ethyl ester in methanol:tetrahydrofuran:2N NaOH (1:1:1, 1.5 mL). The solvents were evaporated and the compound was dried. The crude product was used without further purification. Starting materials: FC=1C=C2N=C(C(=NC2=CC1)C(C)N1C(C2=CC=CC=C2C1=O)=O)C1=NC=CC=C1 (2-(1-(6-fluoro-3-(pyridin-2-yl)quinoxalin-2-yl)ethyl)isoindoline-1,3-dione), C(C)O (ethanol), O.NN (hydrazine, monohydrate). Reaction conditions: temperature 95 celsius, time 1 hour. The product is FC=1C=C2N=C(C(=NC2=CC1)C(C)N)C1=NC=CC=C1 (1-(6-fluoro-3-(pyridin-2-yl)quinoxalin-2-yl)ethanamine). Isolated yield 97.3%. RXN SMILES: [F:1][C:2]1[CH:3]=[C:4]2[C:9](=[CH:10][CH:11]=1)[N:8]=[C:7]([CH:12]([N:14]1C(=O)C3C(=CC=CC=3)C1=O)[CH3:13])[C:6]([C:25]1[CH:30]=[CH:29][CH:28]=[CH:27][N:26]=1)=[N:5]2.C(O)C.O.NN>>[F:1][C:2]1[CH:3]=[C:4]2[C:9](=[CH:10][CH:11]=1)[N:8]=[C:7]([CH:12]([NH2:14])[CH3:13])[C:6]([C:25]1[CH:30]=[CH:29][CH:28]=[CH:27][N:26]=1)=[N:5]2 |f:2.3|. Reported procedure: To a heterogeneous mixture of 2-(1-(6-fluoro-3-(pyridin-2-yl)quinoxalin-2-yl)ethyl)isoindoline-1,3-dione (47.26 g, 118.6 mmol) in ethanol (768.3 ml, 118.6 mmol) was added hydrazine, monohydrate (28.77 ml, 593.1 mmol) and the mixture was stirred at 95° C. for 1 h. The heterogeneous reaction mixture went into solution after 15 min, but voluminous white ppt followed. After 1 h the mixture was cooled to rt. The precipitate was broken up with a spatula, filtered and washed with EtOAc (3×250 mL portio... Reactants: BrC(C(=O)C1=C(C=C(C=C1)F)F)(C)C (2-bromo-1-(2,4-difluorophenyl)-2-methylpropan-1-one), C(C)OCC (diethyl ether), [H-].[Na+] (sodium hydride), COC1=CC=C(C=C1)CS (4-methoxy-α-toluenethiol). Solvent: C1CCOC1 (THF), O (water), C1CCOC1 (THF), CCCCCC (hexane). The product is FC1=C(C=CC(=C1)F)C(C(C)(C)SCC1=CC=C(C=C1)OC)=O (1-(2,4-difluorophenyl)-2-((4-methoxyphenyl)methylthio)-2-methylpropan-1-one). Yield: 100.1%. RXN SMILES: [H-].[Na+].[CH3:3][O:4][C:5]1[CH:10]=[CH:9][C:8]([CH2:11][SH:12])=[CH:7][CH:6]=1.Br[C:14]([CH3:26])([CH3:25])[C:15]([C:17]1[CH:22]=[CH:21][C:20]([F:23])=[CH:19][C:18]=1[F:24])=[O:16].C(OCC)C>C1COCC1.CCCCCC.O>[F:24][C:18]1[CH:19]=[C:20]([F:23])[CH:21]=[CH:22][C:17]=1[C:15](=[O:16])[C:14]([S:12][CH2:11][C:8]1[CH:9]=[CH:10][C:5]([O:4][CH3:3])=[CH:6][CH:7]=1)([CH3:25])[CH3:26] |f:0.1|. Procedure: In 180 ml of THF was suspended 2.4 g (60 mmol) of 60% sodium hydride having been washed with hexane, and 9.4 g (61 mmol) of 4-methoxy-α-toluenethiol was added dropwise to the suspension while stirring under ice-cooling. After being stirred for 10 minutes, the mixture was added dropwise to a solution of 15.0 g (57 mmol) of 2-bromo-1-(2,4-difluorophenyl)-2-methylpropan-1-one in 225 ml of THF with stirring under ice-cooling. To the reaction mixture were added diethyl ether and water, and the organi...